Dataset: the Open Reaction Database (ORD), a public repository of structured organic reaction records. Task: describe an organic reaction: reactants, conditions, products, and yield Starting materials: CCOC(C)=O, O=C([O-])O, CC(=O)O, CCCCCC, CCOC(C)=O, [Fe], CS(=O)(=O)c1ccc([N+](=O)[O-])cn1, [Na+], O. The product is CS(=O)(=O)c1ccc(N)cn1. As a reaction SMILES: [C:24]([O:25][CH2:26][CH3:27])(=[O:28])[CH3:29].[C:30](=[O:31])([OH:32])[O-:33].[CH3:14][C:15](=[O:16])[OH:17].[CH3:18][CH2:19][CH2:20][CH2:21][CH2:22][CH3:23].[CH3:37][CH2:38][O:39][C:40](=[O:41])[CH3:42].[Fe:36].[N+:1]([O-:2])(=[O:3])[c:4]1[cH:5][n:6][c:7]([S:10](=[O:11])(=[O:12])[CH3:13])[cH:8][cH:9]1.[Na+:34].[OH2:35]>>[NH2:1][c:4]1[cH:5][n:6][c:7]([S:10](=[O:11])(=[O:12])[CH3:13])[cH:8][cH:9]1.